From a dataset of the Open Reaction Database (ORD), a public repository of structured organic reaction records. describe an organic reaction: reactants, conditions, products, and yield Starting materials: Cl.NC1=NN2C(C(N1)=O)=C(N=C2CCC)C (2-Amino-5-methyl-7-propylimidazo[5,1-f]-as-triazin-4(3H)-one, hydrochloride), [H-].[Al+3].[Li+].[H-].[H-].[H-] (lithium aluminium hydride), [OH-].[Na+] (sodium hydroxide), O (Water). Run in O1CCCC1 (tetrahydrofuran). The product is NC1=NN2C(CN1)=C(N=C2CCC)C (2-Amino-3,4-dihydro-5-methyl-7-propylimidazo[5,1-f]-as-triazine). Reaction SMILES: Cl.[NH2:2][C:3]1[NH:8][C:7](=O)[C:6]2=[C:10]([CH3:16])[N:11]=[C:12]([CH2:13][CH2:14][CH3:15])[N:5]2[N:4]=1.[H-].[Al+3].[Li+].[H-].[H-].[H-].O.[OH-].[Na+]>O1CCCC1>[NH2:2][C:3]1[NH:8][CH2:7][C:6]2=[C:10]([CH3:16])[N:11]=[C:12]([CH2:13][CH2:14][CH3:15])[N:5]2[N:4]=1 |f:0.1,2.3.4.5.6.7,9.10|. Procedure details: 2-Amino-5-methyl-7-propylimidazo[5,1-f]-as-triazin-4(3H)-one, hydrochloride (5 g.) (prepared according to Example 8 of application Ser. No. 300,749 and lithium aluminium hydride (2.9 g.) in tetrahydrofuran were heated under reflux for 78 hours, and cooled. Water (11.6 ml.) was added cautiously followed by aqueous sodium hydroxide (2.9 ml., 15%). The solid was filtered off, the filtrate was evaporated and the residue was triturated with ethyl acetate. The product was crystallised from ethyl aceta... The reactants are NC=1C=CC2=C([C@@]3([C@H](S(C(C(=N3)NC(OC(C)(C)C)=O)(C)C)(=O)=O)CCO2)C)C1 (tert-butyl ((4aR,11bR)-10-amino-3,3,11b-trimethyl-4,4-dioxido-4a,5,6,11b-tetrahydro-3H-benzo[6,7]oxepino[4,5-b][1,4]thiazin-2-yl)carbamate), ClC=1N=CC(=NC1)C(=O)O (5-chloropyrazine-2-carboxylic acid). Product: ClC=1N=CC(=NC1)C(=O)NC=1C=CC2=C([C@@]3([C@H](S(C(C(=N3)NC(OC(C)(C)C)=O)(C)C)(=O)=O)CCO2)C)C1 (tert-butyl ((4aR,11bR)-10-(5-chloropyrazine-2-carboxamido)-3,3,11b-trimethyl-4,4-dioxido-4a,5,6,11b-tetrahydro-3H-benzo[6,7]oxepino[4,5-b][1,4]thiazin-2-yl)carbamate). The yield is 70.1%. RXN SMILES: [NH2:1][C:2]1[CH:3]=[CH:4][C:5]2[O:27][CH2:26][CH2:25][C@H:8]3[S:9](=[O:24])(=[O:23])[C:10]([CH3:22])([CH3:21])[C:11]([NH:13][C:14](=[O:20])[O:15][C:16]([CH3:19])([CH3:18])[CH3:17])=[N:12][C@:7]3([CH3:28])[C:6]=2[CH:29]=1.[Cl:30][C:31]1[N:32]=[CH:33][C:34]([C:37](O)=[O:38])=[N:35][CH:36]=1>>[Cl:30][C:31]1[N:32]=[CH:33][C:34]([C:37]([NH:1][C:2]2[CH:3]=[CH:4][C:5]3[O:27][CH2:26][CH2:25][C@H:8]4[S:9](=[O:23])(=[O:24])[C:10]([CH3:22])([CH3:21])[C:11]([NH:13][C:14](=[O:20])[O:15][C:16]([CH3:17])([CH3:18])[CH3:19])=[N:12][C@:7]4([CH3:28])[C:6]=3[CH:29]=2)=[O:38])=[N:35][CH:36]=1. Reported procedure: Using general method 3 (step 1), trans intermediate 19 (150 mg, 0.354 mmol) and 5-chloropyrazine-2-carboxylic acid (67.4 mg, 0.425 mmol) were combined to afford the title compound (140 mg, 0.248 mmol, 70.1%) as a white solid. MS m/z=564.0 (M+H). Starting materials: O=C(C=1C=CC=CC1OC)N(CCCCCC)CCCCCC. The reagents and catalysts are O=C(NC=1C=CC=CC1C=2C=NC(=CC2)C3=NC=CC=C3)NC4CCCCC4, O1B(OC(C)(C)C1(C)C)B2OC(C)(C)C(O2)(C)C, C[OH2+].C[OH2+].C1CC=CCCC=C1.C1CC=CCCC=C1.[Ir].[Ir]. Run in C=1C=C(C=CC1C)C. Reaction conditions: temperature 25 celsius, time 16 hour. Product: O=C(C1=CC(=CC=C1OC)B2OC(C)(C)C(O2)(C)C)N(CCCCCC)CCCCCC, O=C(C1=CC=C(C=C1OC)B2OC(C)(C)C(O2)(C)C)N(CCCCCC)CCCCCC. The yield is 7.0%. Reaction conditions: time 2 hour. Procedure details: 10.0 g of 2-nitro-α-phenylphenethylamine in 75 ml of toluene is added dropwise to a stirred, cooled solution of 14.4 ml of cyclohexylcarbonyl chloride in 75 ml of toluene and 25 ml of pyridine. After complete addition the mixture is stirred at room temperature for 2 hours. The mixture is allowed to stand overnight, after which the tan precipitate is collected and washed with 100 ml of ether. The precipitate is recrystallized from 350 ml of methanol to give yellow needles, mp 210°-212° C. of N-cy... Run in C1(=CC=CC=C1)C (toluene), C1(=CC=CC=C1)C (toluene), N1=CC=CC=C1 (pyridine). Starting materials: [N+](=O)([O-])C1=C(CC(C2=CC=CC=C2)N)C=CC=C1 (2-nitro-α-phenylphenethylamine), C1(CCCCC1)C(=O)Cl (cyclohexylcarbonyl chloride). Yields the product C1(CCCCC1)C(=O)NC(CC1=C(C=CC=C1)[N+](=O)[O-])C1=CC=CC=C1 (N-cyclohexanecarbonyl-2-nitro-α-phenylphenethylamine). As a reaction SMILES: [N+:1]([C:4]1[CH:18]=[CH:17][CH:16]=[CH:15][C:5]=1[CH2:6][CH:7]([NH2:14])[C:8]1[CH:13]=[CH:12][CH:11]=[CH:10][CH:9]=1)([O-:3])=[O:2].[CH:19]1([C:25](Cl)=[O:26])[CH2:24][CH2:23][CH2:22][CH2:21][CH2:20]1>C1(C)C=CC=CC=1.N1C=CC=CC=1>[CH:19]1([C:25]([NH:14][CH:7]([C:8]2[CH:13]=[CH:12][CH:11]=[CH:10][CH:9]=2)[CH2:6][C:5]2[CH:15]=[CH:16][CH:17]=[CH:18][C:4]=2[N+:1]([O-:3])=[O:2])=[O:26])[CH2:24][CH2:23][CH2:22][CH2:21][CH2:20]1. The reactants are C(C)(C)(C)C1=C(C=C(C=C1)CC[C@@H](CC1CCCCC1)O)NC(CC1C2=CC=CC=C2OC=2C=CC=CC12)=O ((S)-N-[2-t-butyl-5-(4-cyclohexyl-3-hydroxybutyl)phenyl]-2-(9H-xanthen-9-yl)acetamide), Cl.CN(CC(=O)O)C (N,N-dimethylglycine hydrochloride). Yields the product C(C)(C)(C)C1=C(C=C(C=C1)CC[C@@H](CC1CCCCC1)OC(CN(C)C)=O)NC(CC1C2=CC=CC=C2OC=2C=CC=CC12)=O (N,N-Dimethylglycine (S)-1-(2-{4-t-butyl-3-[2-(9H-xanthen-9-yl)acetamido]phenyl}ethyl)-2-cyclohexylethyl ester). As a reaction SMILES: [C:1]([C:5]1[CH:10]=[CH:9][C:8]([CH2:11][CH2:12][C@H:13]([OH:21])[CH2:14][CH:15]2[CH2:20][CH2:19][CH2:18][CH2:17][CH2:16]2)=[CH:7][C:6]=1[NH:22][C:23](=[O:39])[CH2:24][CH:25]1[C:38]2[CH:37]=[CH:36][CH:35]=[CH:34][C:33]=2[O:32][C:31]2[C:26]1=[CH:27][CH:28]=[CH:29][CH:30]=2)([CH3:4])([CH3:3])[CH3:2].Cl.[CH3:41][N:42]([CH3:47])[CH2:43][C:44](O)=[O:45]>>[C:1]([C:5]1[CH:10]=[CH:9][C:8]([CH2:11][CH2:12][C@H:13]([O:21][C:44](=[O:45])[CH2:43][N:42]([CH3:47])[CH3:41])[CH2:14][CH:15]2[CH2:16][CH2:17][CH2:18][CH2:19][CH2:20]2)=[CH:7][C:6]=1[NH:22][C:23](=[O:39])[CH2:24][CH:25]1[C:26]2[CH:27]=[CH:28][CH:29]=[CH:30][C:31]=2[O:32][C:33]2[C:38]1=[CH:37][CH:36]=[CH:35][CH:34]=2)([CH3:4])([CH3:2])[CH3:3] |f:1.2|. Procedure: Following a procedure similar to that described in Preparation 25, but using (S)-N-[2-t-butyl-5-(4-cyclohexyl-3-hydroxybutyl)phenyl]-2-(9H-xanthen-9-yl)acetamide (prepared as described in Example 102) and N,N-dimethylglycine hydrochloride as starting materials, in relative proportions similar to those used in that Preparation, the title compound was obtained as a foam-like material. Reactants: NC1=C(C=C(C=C1)OC1=NN(C(=C1Cl)C(F)(F)F)C)NC(CO)C (2-[2-amino-5-(4-chloro-1-methyl -5-trifluoromethyl-1H-pyrazol-3-yloxy)phenylamino]propan-1-ol), C(C)(=O)OCC (ethyl acetate), N(=O)[O-].[Na+] (sodium nitrite). The solvent is C(C)(=O)O (acetic acid), O (water), O (water). Run at time 4 hour. Yields the product compound 9, ClC=1C(=NN(C1C(F)(F)F)C)OC=1C=CC2=C(N(N=N2)C(CO)C)C1 (2-[6-(4-chloro-1-methyl-5-trifluoromethyl-1H-pyrazol-3-yloxy) benzotriazol-1-yl]-propan-1-ol). Yield: 80.9%. As a reaction SMILES: [NH2:1][C:2]1[CH:7]=[CH:6][C:5]([O:8][C:9]2[C:13]([Cl:14])=[C:12]([C:15]([F:18])([F:17])[F:16])[N:11]([CH3:19])[N:10]=2)=[CH:4][C:3]=1[NH:20][CH:21]([CH3:24])[CH2:22][OH:23].[N:25]([O-])=O.[Na+].C(OCC)(=O)C>C(O)(=O)C.O>[Cl:14][C:13]1[C:9]([O:8][C:5]2[CH:6]=[CH:7][C:2]3[N:1]=[N:25][N:20]([CH:21]([CH3:24])[CH2:22][OH:23])[C:3]=3[CH:4]=2)=[N:10][N:11]([CH3:19])[C:12]=1[C:15]([F:18])([F:17])[F:16] |f:1.2|. Reported procedure: The diamine obtained in Step C (1.08 g) was dissolved in glacial acetic acid (20 cm3) and water (2 cm3) and cooled to below 5° C. in an ice/salt bath. A solution of sodium nitrite (0.41 g, 5.9 mmol) in water (5 cm3) was added dropwise, at such a rate that the internal temperature was maintained below 5° C., and when the addition was complete the reaction mixture was stirred for 4 hours, during which it was allowed to warm to room temperature. The mixture was poured into ethyl acetate (100 cm3) a... The reactants are CCOC(=O)CBr, CC(=O)CC(CCc1ccccc1)OC(C)=O, [Zn]. The product is CCOC(=O)CC(C)(O)CC(CCc1ccccc1)OC(C)=O. Reaction SMILES: [Br:18][CH2:19][C:20](=[O:21])[O:22][CH2:23][CH3:24].[C:1]([CH3:2])(=[O:3])[O:4][CH:5]([CH2:6][C:7]([CH3:8])=[O:9])[CH2:10][CH2:11][c:12]1[cH:13][cH:14][cH:15][cH:16][cH:17]1.[Zn:25]>>[C:1]([CH3:2])(=[O:3])[O:4][CH:5]([CH2:6][C:7]([CH3:8])([OH:9])[CH2:19][C:20](=[O:21])[O:22][CH2:23][CH3:24])[CH2:10][CH2:11][c:12]1[cH:13][cH:14][cH:15][cH:16][cH:17]1.